This data is from the Open Reaction Database (ORD), a public repository of structured organic reaction records. The task is: describe an organic reaction: reactants, conditions, products, and yield The reactants are O=C([O-])[O-], CN(C)C=O, C=C(Cl)CCl, [K+], [K+], O, N#Cc1ccc(O)cc1. Yields the product C=C(Cl)COc1ccc(C#N)cc1. As a reaction SMILES: [C:10](=[O:11])([O-:12])[O-:13].[CH3:22][N:23]([CH3:24])[CH:25]=[O:26].[Cl:16][C:17](=[CH2:18])[CH2:19][Cl:20].[K+:14].[K+:15].[OH2:21].[OH:1][c:2]1[cH:3][cH:4][c:5]([C:8]#[N:9])[cH:6][cH:7]1>>[O:1]([c:2]1[cH:3][cH:4][c:5]([C:8]#[N:9])[cH:6][cH:7]1)[CH2:19][C:17]([Cl:16])=[CH2:18]. Starting materials: C(C)(=O)C1=CCCCCCCCCCC1 (1-acetyl-1-cyclododecene), [BH4-].[Na+] (sodium borohydride). Solvent: C(C)O (ethanol). The product is CC(O)C1=CCCCCCCCCCC1 (methyl-1-cyclododecen-1-yl-carbinol). RXN SMILES: [C:1]([C:4]1[CH2:15][CH2:14][CH2:13][CH2:12][CH2:11][CH2:10][CH2:9][CH2:8][CH2:7][CH2:6][CH:5]=1)(=[O:3])[CH3:2].[BH4-].[Na+]>C(O)C>[CH3:2][CH:1]([C:4]1[CH2:15][CH2:14][CH2:13][CH2:12][CH2:11][CH2:10][CH2:9][CH2:8][CH2:7][CH2:6][CH:5]=1)[OH:3] |f:1.2|. Reported procedure: 30 g of the 1-acetyl-1-cyclododecene obtained as described in Example 2 are dissolved in 100 ml of ethanol and 3 g of sodium borohydride are added in portions. The reaction temperature is kept at 30° C. by cooling. After a further hour of reaction time at room temperature, the alcohol is distilled off under reduced pressure at 50° C. and the residue is hydrolyzed with ice-cold 2 N sulfuric acid. The methyl-1-cyclododecen-1-yl-carbinol obtained is isolated by extraction with ether, and distillati... Reactants: C(CCCCCCCCC)S(=O)(=O)NC(=O)C=1C=C(C(=NC1)C(=O)O)OC (5-[((1-decylsulfonyl)amino)carbonyl]-3-methoxypyridine-2-carboxylic acid), S(=O)(=O)(O)C1=CC=C(C)C=C1.C(CCC)OC(CN)=O (glycine 1-butyl ester tosylate), NCC(=O)O (glycine), C(CCC)O (1-butanol). The solvent is C1(=CC=CC=C1)C (toluene), O (water). Yields the product C(CCC)OC(=O)CNC(=O)C1=NC=C(C=C1OC)C(=O)NS(=O)(=O)CCCCCCCCCC (5-[((1-Decylsulfonyl)amino)carbonyl]3-methoxypyridine-2-carboxylic acid N-(((1-butyloxy)carbonyl)methyl)amide), product. Reaction SMILES: [CH2:1]([S:11]([NH:14][C:15]([C:17]1[CH:18]=[C:19]([O:26][CH3:27])[C:20]([C:23]([OH:25])=O)=[N:21][CH:22]=1)=[O:16])(=[O:13])=[O:12])[CH2:2][CH2:3][CH2:4][CH2:5][CH2:6][CH2:7][CH2:8][CH2:9][CH3:10].S(C1C=CC(C)=CC=1)(O)(=O)=O.[CH2:39]([O:43][C:44](=[O:47])[CH2:45][NH2:46])[CH2:40][CH2:41][CH3:42].NCC(O)=O.C(O)CCC>O.C1(C)C=CC=CC=1>[CH2:39]([O:43][C:44]([CH2:45][NH:46][C:23]([C:20]1[C:19]([O:26][CH3:27])=[CH:18][C:17]([C:15]([NH:14][S:11]([CH2:1][CH2:2][CH2:3][CH2:4][CH2:5][CH2:6][CH2:7][CH2:8][CH2:9][CH3:10])(=[O:12])=[O:13])=[O:16])=[CH:22][N:21]=1)=[O:25])=[O:47])[CH2:40][CH2:41][CH3:42] |f:1.2|. Procedure details: The title compound was prepared from 0.5 g (1.25 mmol) of 5-[((1-decylsulfonyl)amino)carbonyl]-3-methoxypyridine-2-carboxylic acid (cf. Example 25a)) and 0.46 g (1.5 mmol) of glycine 1-butyl ester tosylate (prepared from glycine, 1-butanol, p-tos.OH using toluene in a water separator). 0.31 g of product was obtained, m.p. 82°-85° C. (from diisopropyl ether/ethyl acetate (2:1)). Starting materials: FC1=C(C(=O)OC2=CC=CC=C2)C=C(C(=C1)F)F (phenyl 2,4,5-trifluorobenzoate), ice, Cl (hydrochloric acid), [H-].[Na+] (Sodium hydride), resultant mixture, [N+](=O)([O-])C (nitromethane). Solvent: CN(C=O)C (N,N-dimethylformamide), CCCCCC (hexane). Conditions: temperature 0 celsius. Product: [N+](=O)([O-])CC(=O)C1=C(C=C(C(=C1)F)F)F (2-nitro-1-(2,4,5-trifluorophenyl)ethanone). RXN SMILES: [H-].[Na+].[N+:3]([CH3:6])([O-:5])=[O:4].[F:7][C:8]1[CH:22]=[C:21]([F:23])[C:20]([F:24])=[CH:19][C:9]=1[C:10](OC1C=CC=CC=1)=[O:11].Cl>CCCCCC.CN(C)C=O>[N+:3]([CH2:6][C:10]([C:9]1[CH:19]=[C:20]([F:24])[C:21]([F:23])=[CH:22][C:8]=1[F:7])=[O:11])([O-:5])=[O:4] |f:0.1|. Procedure: Sodium hydride (12 g, 60% in oil, 297 mmol) was rinsed with hexane (4×100 mL), flushed with anhydrous nitrogen, suspended in N,N-dimethylformamide (3500 mL) and then treated with nitromethane (44 mL, 81 mmol). The resultant mixture was stirred at room temperature for 2.5 hours, cooled to 0° C. and then treated with a solution of phenyl 2,4,5-trifluorobenzoate (22.8 g, 9.0 mmol) in N,N-dimethylformamide (180 mL) over a period of two hours. The reaction mixture was kept at the same temperature ove... Starting materials: CC=CCO, CC(C)OC(=O)N=NC(=O)OC(C)C, CC(C)(C)OC(=O)c1ccc(O)cc1, c1ccc(P(c2ccccc2)c2ccccc2)cc1, c1ccccc1. The product is CC=CCOc1ccc(C(=O)OC(C)(C)C)cc1. As a reaction SMILES: [CH2:15]([CH:16]=[CH:17][CH3:18])[OH:19].[O:39]=[C:40]([O:41][CH:42]([CH3:43])[CH3:44])[N:45]=[N:46][C:47]([O:48][CH:49]([CH3:50])[CH3:51])=[O:52].[OH:1][c:2]1[cH:3][cH:4][c:5]([C:6](=[O:7])[O:8][C:9]([CH3:10])([CH3:11])[CH3:12])[cH:13][cH:14]1.[c:20]1([P:21]([c:22]2[cH:23][cH:24][cH:25][cH:26][cH:27]2)[c:28]2[cH:29][cH:30][cH:31][cH:32][cH:33]2)[cH:34][cH:35][cH:36][cH:37][cH:38]1.[cH:53]1[cH:54][cH:55][cH:56][cH:57][cH:58]1>>[O:1]([c:2]1[cH:3][cH:4][c:5]([C:6](=[O:7])[O:8][C:9]([CH3:10])([CH3:11])[CH3:12])[cH:13][cH:14]1)[CH2:15][CH:16]=[CH:17][CH3:18]. Starting materials: crude material, CO.C(Cl)Cl (methanol methylene chloride), [Sn](Cl)Cl (tin(II) chloride), NC1=NC=C(C(=C1)C)[N+](=O)[O-] (2-amino-5-nitro-4-picoline), [OH-].[Na+] (NaOH). Run in Cl (hydrochloric acid). Reaction conditions: temperature 90 celsius. The product is NC1=NC=C(C(=C1)C)N (2.5-Diamino-4-picoline). RXN SMILES: [Sn](Cl)Cl.[NH2:4][C:5]1[CH:10]=[C:9]([CH3:11])[C:8]([N+:12]([O-])=O)=[CH:7][N:6]=1.[OH-].[Na+].CO.C(Cl)Cl>Cl>[NH2:4][C:5]1[CH:10]=[C:9]([CH3:11])[C:8]([NH2:12])=[CH:7][N:6]=1 |f:2.3,4.5|. Reported procedure: To a solution of tin(II) chloride (4.95 g, 26.12 mmol) in concentrated hydrochloric acid (13.0 mL) was added 2-amino-5-nitro-4-picoline (1.0 g, 6.53 mmol) and heated at 90° C. for 24 h. The reaction was cooled to room temperature, made basic with 5N NaOH, extracted with ethyl acetate, dried (Na2SO4), and evaporated to give a solid. The crude material was subjected to silica gel chromatography using 10% methanol/methylene chloride as eluant to give the title compound. Starting materials: ClCCl, COc1cc(C(O)C#CCOCC=C(C)C)cc(OC)c1OC. Product: COc1cc(C(=O)C#CCOCC=C(C)C)cc(OC)c1OC. As a reaction SMILES: [CH2:24]([Cl:25])[Cl:26].[OH:1][CH:2]([C:3]#[C:4][CH2:5][O:6][CH2:7][CH:8]=[C:9]([CH3:10])[CH3:11])[c:12]1[cH:13][c:14]([O:22][CH3:23])[c:15]([O:20][CH3:21])[c:16]([O:18][CH3:19])[cH:17]1>>[O:1]=[C:2]([C:3]#[C:4][CH2:5][O:6][CH2:7][CH:8]=[C:9]([CH3:10])[CH3:11])[c:12]1[cH:13][c:14]([O:22][CH3:23])[c:15]([O:20][CH3:21])[c:16]([O:18][CH3:19])[cH:17]1. Reactants: O=C([O-])[O-], Cc1ccc(S(=O)(=O)OCCOC2(C)CC2)cc1, CN(C)C=O, OCC1OC(c2ccc(Cl)c(Cc3ccc(O)cc3)c2)C(O)C(O)C1O, [Cs+], [Cs+], O. Yields the product CC1(OCCOc2ccc(Cc3cc(C4OC(CO)C(O)C(O)C4O)ccc3Cl)cc2)CC1. RXN SMILES: [C:27](=[O:28])([O-:29])[O-:30].[CH3:33][c:34]1[cH:35][cH:36][c:37]([S:38]([O:39][CH2:44][CH2:45][O:46][C:47]2([CH3:50])[CH2:48][CH2:49]2)(=[O:40])=[O:41])[cH:42][cH:43]1.[CH3:51][N:52]([CH3:53])[CH:54]=[O:55].[Cl:1][c:2]1[c:3]([CH2:19][c:20]2[cH:21][cH:22][c:23]([OH:26])[cH:24][cH:25]2)[cH:4][c:5]([CH:8]2[O:9][CH:10]([CH2:17][OH:18])[CH:11]([OH:16])[CH:12]([OH:15])[CH:13]2[OH:14])[cH:6][cH:7]1.[Cs+:31].[Cs+:32].[OH2:56]>>[Cl:1][c:2]1[c:3]([CH2:19][c:20]2[cH:21][cH:22][c:23]([O:26][CH2:44][CH2:45][O:46][C:47]3([CH3:50])[CH2:48][CH2:49]3)[cH:24][cH:25]2)[cH:4][c:5]([CH:8]2[O:9][CH:10]([CH2:17][OH:18])[CH:11]([OH:16])[CH:12]([OH:15])[CH:13]2[OH:14])[cH:6][cH:7]1. Starting materials: OC1=C(C=CC=C1)C(C=CC1=C2C=CNC2=CC=C1)=O (1-(2-hydroxyphenyl)-3-(1H-indol-4-yl)-2-propen-1-one). The solvent is CO (methanol). Product: OC1=C(C=CC=C1)C(CCC1=C2C=CNC2=CC=C1)=O (1-(2-hydroxyphenyl)-3-(1H-indol-4-yl)-1-propanone). Isolated yield 71.0%. As a reaction SMILES: [OH:1][C:2]1[CH:7]=[CH:6][CH:5]=[CH:4][C:3]=1[C:8](=[O:20])[CH:9]=[CH:10][C:11]1[CH:19]=[CH:18][CH:17]=[C:16]2[C:12]=1[CH:13]=[CH:14][NH:15]2>CO>[OH:1][C:2]1[CH:7]=[CH:6][CH:5]=[CH:4][C:3]=1[C:8](=[O:20])[CH2:9][CH2:10][C:11]1[CH:19]=[CH:18][CH:17]=[C:16]2[C:12]=1[CH:13]=[CH:14][NH:15]2. Reported procedure: A mixture of 200 mg of the product of Step A in 10 ml of methanol was hydrogenated in the presence of palladized activated charcoal at room temperature until absorption ceased and was then filtered. The filtrate was evaporated to dryness and the residue was chromatographed over silica. Elution with a 6-3-1 cyclohexane-dichloromethane-triethylamine mixture yielded 143 mg of 1-(2-hydroxyphenyl)-3-(1H-indol-4-yl)-1-propanone melting at ≃143° C.